From a dataset of the Open Reaction Database (ORD), a public repository of structured organic reaction records. describe an organic reaction: reactants, conditions, products, and yield Starting materials: NC(=CC#N)C(F)(F)F (3-amino-4,4,4-trifluorobut-2-enenitrile), CC1=NNC2=CC=C(C=C12)C=O (3-methyl-1H-indazole-5-carbaldehyde), FC(C(CC#N)=O)F (4,4-Difluoro-3-oxobutanenitrile), N1CCCCC1 (piperidine). Solvent: C(C)(=O)O (acetic acid), ClCCl (dichloromethane), C(C)(=O)O (acetic acid). Yields the product FC(C=1NC(=C(C(C1C#N)C=1C=C2C(=NNC2=CC1)C)C#N)C(F)(F)F)F (rac-2-(Difluoromethyl)-4-(3-methyl-1H-indazol-5-yl)-6-(trifluoromethyl)-1,4-dihydropyridine-3,5-dicarbonitrile). As a reaction SMILES: [CH3:1][C:2]1[C:10]2[C:5](=[CH:6][CH:7]=[C:8]([CH:11]=O)[CH:9]=2)[NH:4][N:3]=1.[F:13][CH:14]([F:20])[C:15](=O)[CH2:16][C:17]#[N:18].N1CCCCC1.[NH2:27][C:28]([C:32]([F:35])([F:34])[F:33])=[CH:29][C:30]#[N:31]>ClCCl.C(O)(=O)C>[F:13][CH:14]([F:20])[C:15]1[NH:27][C:28]([C:32]([F:35])([F:34])[F:33])=[C:29]([C:30]#[N:31])[CH:11]([C:8]2[CH:9]=[C:10]3[C:5](=[CH:6][CH:7]=2)[NH:4][N:3]=[C:2]3[CH3:1])[C:16]=1[C:17]#[N:18]. Procedure details: A mixture of 150 mg (0.936 mmol) 3-methyl-1H-indazole-5-carbaldehyde (Example 1A), 273 mg (1.03 mmol) 4,4-difluoro-3-oxobutanenitrile (Example 14A), 0.067 ml (1.17 mmol) acetic acid and 9.3 μl (0.094 mmol) piperidine in dry dichloromethane (4 ml) containing 4 Å molecular sieve was stirred under reflux for 12 h. Then, the mixture was filtered, and the filtrate was concentrated under reduced pressure. The residue was dissolved in 2-propanol (2 ml) and acetic acid (1 ml) under argon, and 510 mg (3.... Reactants: OC(CNCCNCCN)CCCCCCCCCCCCCC (N-(2-hydroxy)hexadecyldiethylenetriamine), C(=O)CCC(=O)OCC (ethyl 3-formylpropionate). The product is OC(CNCCN1CCN=CCCC1=O)CCCCCCCCCCCCCC (4-(2-hydroxyhexadecyl)aminoethyl-2,3,6,7-tetrahydro-1,4-diazocin-5-one). As a reaction SMILES: [OH:1][CH:2]([CH2:11][CH2:12][CH2:13][CH2:14][CH2:15][CH2:16][CH2:17][CH2:18][CH2:19][CH2:20][CH2:21][CH2:22][CH2:23][CH3:24])[CH2:3][NH:4][CH2:5][CH2:6][NH:7][CH2:8][CH2:9][NH2:10].[CH:25]([CH2:27][CH2:28][C:29](OCC)=O)=[O:26]>>[OH:1][CH:2]([CH2:11][CH2:12][CH2:13][CH2:14][CH2:15][CH2:16][CH2:17][CH2:18][CH2:19][CH2:20][CH2:21][CH2:22][CH2:23][CH3:24])[CH2:3][NH:4][CH2:5][CH2:6][N:7]1[C:25](=[O:26])[CH2:27][CH2:28][CH:29]=[N:10][CH2:9][CH2:8]1. Procedure details: Into an apparatus similar to that in Example 1, were charged 339.5 g (1 mole) of N-(2-hydroxy)hexadecyldiethylenetriamine and 130.1 g (1 mole) of ethyl 3-formylpropionate. At 135° to 140° C., 18 g of water and 46 g of ethanol were distilled off to obtain 4-(2-hydroxyhexadecyl)aminoethyl-2,3,6,7-tetrahydro-1,4-diazocin-5-one.